From a dataset of the Open Reaction Database (ORD), a public repository of structured organic reaction records. describe an organic reaction: reactants, conditions, products, and yield Reported procedure: A solution of 98.0 g (1 mol) of maleic anhydride in 200 ml of glacial acetic acid is added dropwise over 1 hour to a boiling mixture of 1.7 g (0.01 mol) of 2-phenylaminopyridine and 22.8 g of sodium acetate trihydrate in 100 ml of glacial acetic acid. The mixture is subsequently boiled under reflux for 18 hours. Working up as in Example 1 affords 27.9 g (44.3%) of dimethylmaleic anhydride with a melting point of 91°-93° C. Reactants: C1(\C=C/C(=O)O1)=O (maleic anhydride), O.O.O.C(C)(=O)[O-].[Na+] (sodium acetate trihydrate), C(C)(=O)O (acetic acid), C(C)(=O)O (acetic acid). Yield: 44.3%. Reagents/catalysts: C1(=CC=CC=C1)NC1=NC=CC=C1 (2-phenylaminopyridine). As a reaction SMILES: C1(=O)O[C:4](=[O:5])[CH:3]=[CH:2]1.O.O.O.[C:11]([O-:14])(=[O:13])[CH3:12].[Na+].[C:16](O)(=O)C>C1(NC2C=CC=CN=2)C=CC=CC=1>[CH3:2][C:3]1=[C:12]([CH3:16])[C:11]([O:14][C:4]1=[O:5])=[O:13] |f:1.2.3.4.5|. Yields the product C/C/1=C(/C(=O)OC1=O)\C (dimethylmaleic anhydride). Starting materials: CC(C)(C)OC(=O)N(C(=O)OC(C)(C)C)c1ncc(Br)nc1-c1nnc(-c2ccccc2)o1, CS(=O)(=O)CCN1CCNCC1, CN(C)C=O. Product: CC(C)(C)OC(=O)N(C(=O)OC(C)(C)C)c1ncc(N2CCN(CCS(C)(=O)=O)CC2)nc1-c1nnc(-c2ccccc2)o1. Reaction SMILES: [C:1]([CH3:2])([CH3:3])([CH3:4])[O:5][C:6](=[O:7])[N:8]([C:9]([O:10][C:11]([CH3:12])([CH3:13])[CH3:14])=[O:15])[c:16]1[n:17][cH:18][c:19]([Br:33])[n:20][c:21]1-[c:22]1[o:23][c:24](-[c:27]2[cH:28][cH:29][cH:30][cH:31][cH:32]2)[n:25][n:26]1.[CH3:34][S:35](=[O:36])(=[O:37])[CH2:38][CH2:39][N:40]1[CH2:41][CH2:42][NH:43][CH2:44][CH2:45]1.[O:46]=[CH:47][N:48]([CH3:49])[CH3:50]>>[C:1]([CH3:2])([CH3:3])([CH3:4])[O:5][C:6](=[O:7])[N:8]([C:9]([O:10][C:11]([CH3:12])([CH3:13])[CH3:14])=[O:15])[c:16]1[n:17][cH:18][c:19]([N:43]2[CH2:42][CH2:41][N:40]([CH2:39][CH2:38][S:35]([CH3:34])(=[O:36])=[O:37])[CH2:45][CH2:44]2)[n:20][c:21]1-[c:22]1[o:23][c:24](-[c:27]2[cH:28][cH:29][cH:30][cH:31][cH:32]2)[n:25][n:26]1. Starting materials: CC(C)(C)ON=O, CCOC(=O)Cc1ccc(N)c(Oc2cc(Br)cc(C#N)c2)c1F, CC#N, Cl. The product is CCOC(=O)Cc1ccc(Cl)c(Oc2cc(Br)cc(C#N)c2)c1F. As a reaction SMILES: [C:25]([O:26][N:27]=[O:28])([CH3:29])([CH3:30])[CH3:31].[CH2:1]([CH3:2])[O:3][C:4]([CH2:5][c:6]1[c:7]([F:23])[c:8]([O:13][c:14]2[cH:15][c:16]([Br:22])[cH:17][c:18]([C:20]#[N:21])[cH:19]2)[c:9]([NH2:12])[cH:10][cH:11]1)=[O:24].[CH3:33][C:34]#[N:35].[ClH:32]>>[CH2:1]([CH3:2])[O:3][C:4]([CH2:5][c:6]1[c:7]([F:23])[c:8]([O:13][c:14]2[cH:15][c:16]([Br:22])[cH:17][c:18]([C:20]#[N:21])[cH:19]2)[c:9]([Cl:32])[cH:10][cH:11]1)=[O:24]. Reactants: Cc1ccc(C)c(N2CCNCC2)c1, CC(C)S(=O)(=O)N1CC(C(=O)O)N(c2ccccc2Cl)C1=O. Yields the product Cc1ccc(C)c(N2CCN(C(=O)C3CN(S(=O)(=O)C(C)C)C(=O)N3c3ccccc3Cl)CC2)c1. Reaction SMILES: [CH3:23][c:24]1[c:25]([N:31]2[CH2:32][CH2:33][NH:34][CH2:35][CH2:36]2)[cH:26][c:27]([CH3:30])[cH:28][cH:29]1.[Cl:1][c:2]1[c:3]([N:8]2[C:9](=[O:22])[N:10]([S:16](=[O:17])(=[O:18])[CH:19]([CH3:20])[CH3:21])[CH2:11][CH:12]2[C:13](=[O:14])[OH:15])[cH:4][cH:5][cH:6][cH:7]1>>[Cl:1][c:2]1[c:3]([N:8]2[C:9](=[O:22])[N:10]([S:16](=[O:17])(=[O:18])[CH:19]([CH3:20])[CH3:21])[CH2:11][CH:12]2[C:13](=[O:14])[N:34]2[CH2:33][CH2:32][N:31]([c:25]3[c:24]([CH3:23])[cH:29][cH:28][c:27]([CH3:30])[cH:26]3)[CH2:36][CH2:35]2)[cH:4][cH:5][cH:6][cH:7]1. The reactants are COc1ccc(-c2cc(C(F)(F)F)cc3c2OC(COS(=O)(=O)c2ccc(C)cc2)C3)c(OC)c1, CN, Cl. Yields the product CNCC1Cc2cc(C(F)(F)F)cc(-c3ccc(OC)cc3OC)c2O1. As a reaction SMILES: [CH3:2][c:3]1[cH:4][cH:5][c:6]([S:7]([O:8][CH2:13][CH:14]2[O:15][c:16]3[c:17]([cH:19][c:20]([C:33]([F:34])([F:35])[F:36])[cH:21][c:22]3-[c:23]3[c:24]([O:31][CH3:32])[cH:25][c:26]([O:29][CH3:30])[cH:27][cH:28]3)[CH2:18]2)(=[O:9])=[O:10])[cH:11][cH:12]1.[CH3:37][NH2:38].[ClH:1]>>[CH2:13]([CH:14]1[O:15][c:16]2[c:17]([cH:19][c:20]([C:33]([F:34])([F:35])[F:36])[cH:21][c:22]2-[c:23]2[c:24]([O:31][CH3:32])[cH:25][c:26]([O:29][CH3:30])[cH:27][cH:28]2)[CH2:18]1)[NH:38][CH3:37]. Starting materials: COC(=O)c1ccc(-c2ccc([N+](=O)[O-])cc2)cc1OC, CCO, Cl, [Fe]. The product is COC(=O)c1ccc(-c2ccc(N)cc2)cc1OC. RXN SMILES: [CH3:1][O:2][c:3]1[cH:4][c:5](-[c:13]2[cH:14][cH:15][c:16]([N+:19]([O-:20])=[O:21])[cH:17][cH:18]2)[cH:6][cH:7][c:8]1[C:9](=[O:10])[O:11][CH3:12].[CH3:23][CH2:24][OH:25].[ClH:22].[Fe:26]>>[CH3:1][O:2][c:3]1[cH:4][c:5](-[c:13]2[cH:14][cH:15][c:16]([NH2:19])[cH:17][cH:18]2)[cH:6][cH:7][c:8]1[C:9](=[O:10])[O:11][CH3:12]. Reactants: CCOC(=O)C(Cc1ccc(O)cc1)NC(=O)C1(NC(=O)OC(C)(C)C)CCCC1, ClCCl, O=S(=O)(OS(=O)(=O)C(F)(F)F)C(F)(F)F, c1ccncc1. Yields the product CCOC(=O)C(Cc1ccc(OS(=O)(=O)C(F)(F)F)cc1)NC(=O)C1(NC(=O)OC(C)(C)C)CCCC1. As a reaction SMILES: [CH2:16]([CH3:17])[O:18][C:19]([CH:20]([CH2:21][c:22]1[cH:23][cH:24][c:25]([OH:28])[cH:26][cH:27]1)[NH:29][C:30](=[O:31])[C:32]1([NH:37][C:38](=[O:39])[O:40][C:41]([CH3:42])([CH3:43])[CH3:44])[CH2:33][CH2:34][CH2:35][CH2:36]1)=[O:45].[Cl:52][CH2:53][Cl:54].[F:1][C:2]([F:3])([F:4])[S:5](=[O:6])(=[O:7])[O:8][S:9]([C:10]([F:11])([F:12])[F:13])(=[O:14])=[O:15].[cH:46]1[cH:47][cH:48][n:49][cH:50][cH:51]1>>[F:1][C:2]([F:3])([F:4])[S:5](=[O:6])(=[O:7])[O:8][c:25]1[cH:24][cH:23][c:22]([CH2:21][CH:20]([C:19]([O:18][CH2:16][CH3:17])=[O:45])[NH:29][C:30](=[O:31])[C:32]2([NH:37][C:38](=[O:39])[O:40][C:41]([CH3:42])([CH3:43])[CH3:44])[CH2:33][CH2:34][CH2:35][CH2:36]2)[cH:27][cH:26]1.